Dataset: the Open Reaction Database (ORD), a public repository of structured organic reaction records. Task: describe an organic reaction: reactants, conditions, products, and yield The reactants are C(C)(=O)OC(C)=O (acetic anhydride), NC=1C=C(C=CC1)C(C)=O (1-(3-aminophenyl)ethanone). Run in C1(=CC=CC=C1)C (toluene). Conditions: time 1 hour. Product: C(C)(=O)NC=1C=C(C=CC1)C(C)=O (1-(3-Acetylaminophenyl)ethanone). As a reaction SMILES: [C:1](OC(=O)C)(=[O:3])[CH3:2].[NH2:8][C:9]1[CH:10]=[C:11]([C:15](=[O:17])[CH3:16])[CH:12]=[CH:13][CH:14]=1>C1(C)C=CC=CC=1>[C:1]([NH:8][C:9]1[CH:10]=[C:11]([C:15](=[O:17])[CH3:16])[CH:12]=[CH:13][CH:14]=1)(=[O:3])[CH3:2]. Procedure details: 50 ml of acetic anhydride are added in the cold to a suspension of 30 g (0.22 mole) of 1-(3-aminophenyl)ethanone in 200 ml of toluene, and the mixture is stirred for 1 h at room temperature, then heated for 1 h to 60° C. and left to stand overnight. The precipitate obtained is drained, ground in ether and dried.